Dataset: the Open Reaction Database (ORD), a public repository of structured organic reaction records. Task: describe an organic reaction: reactants, conditions, products, and yield Reactants: O=C([O-])O, CO, [K+], Cc1c(Cl)c(Cl)cc(N)c1[N+](=O)[O-], [Na+], [Na+], O, O=S([O-])S(=O)[O-]. Yields the product Cc1c(N)c(N)cc(Cl)c1Cl. RXN SMILES: [C:22](=[O:23])([OH:24])[O-:25].[CH3:28][OH:29].[K+:26].[NH2:9][c:10]1[c:11]([N+:19]([O-:20])=[O:21])[c:12]([CH3:18])[c:13]([Cl:17])[c:14]([Cl:16])[cH:15]1.[Na+:7].[Na+:8].[OH2:27].[S:1]([S:2]([O-:3])=[O:4])([O-:5])=[O:6]>>[NH2:9][c:10]1[c:11]([NH2:19])[c:12]([CH3:18])[c:13]([Cl:17])[c:14]([Cl:16])[cH:15]1. Starting materials: BrC1=CC(=C(OC2=NC(=CC=C2)F)C=C1F)OC (2-(4-bromo-5-fluoro-2-methoxyphenoxy)-6-fluoropyridine), ClCCl (dichloromethane), C([O-])([O-])=O.[K+].[K+] (potassium carbonate), C(=C)B1OC(C)(C)C(C)(C)O1 (vinyl boronic acid pinacol ester). Run in O (water), C(C)#N (acetonitrile). Conditions: temperature 60 celsius, time 3 day. Yields the product FC1=NC(=CC=C1)OC1=C(C=C(C(=C1)F)C=C)OC (2-fluoro-6-(5-fluoro-2-methoxy-4-vinylphenoxy)pyridine), oil. The yield is 89.0%. Reaction SMILES: Br[C:2]1[C:15]([F:16])=[CH:14][C:5]([O:6][C:7]2[CH:12]=[CH:11][CH:10]=[C:9]([F:13])[N:8]=2)=[C:4]([O:17][CH3:18])[CH:3]=1.ClCCl.C(=O)([O-])[O-].[K+].[K+].[CH:28](B1OC(C)(C)C(C)(C)O1)=[CH2:29]>O.C(#N)C>[F:13][C:9]1[CH:10]=[CH:11][CH:12]=[C:7]([O:6][C:5]2[CH:14]=[C:15]([F:16])[C:2]([CH:28]=[CH2:29])=[CH:3][C:4]=2[O:17][CH3:18])[N:8]=1 |f:2.3.4|. Procedure details: To 2-(4-bromo-5-fluoro-2-methoxyphenoxy)-6-fluoropyridine (227 mg, 0.71 mmol) were added [1,1′-Bis(diphenylphosphino)ferrocene]dichloropalladium(II) complex with dichloromethane (58.9 mg, 0.07 mmol) and potassium carbonate (597 mg, 4.26 mmol). To the mixture were added acetonitrile (4 mL), water (1.3 mL) and vinyl boronic acid pinacol ester (180 μL, 1.07 mmol). The reaction was flushed with argon, and left to stir for 3 days at 60° C. The reaction mixture was then filtered on celite, rinsed with... The reactants are BrCCBr (1,2-dibromoethane), BrCCBr (1,2-dibromoethane), C(CCC)[Li] (n-Butyllithium), C(C)(C)NC(C)C (diisopropylamine), C1CCOC1 (THF), compound 15, COC(C)(C)C (tert-butyl methyl ether), ice. Run at temperature -78 celsius, time 20 minute. The product is BrCCC(C(=O)OC(C)(C)C)CCCC (tert-butyl 2-(2-bromoethyl)hexanoate). The yield is 13.0%. As a reaction SMILES: C([Li])C[CH2:3][CH3:4].C(N[CH:10]([CH3:12])[CH3:11])(C)C.[Br:13][CH2:14][CH2:15]Br.[CH3:17][O:18][C:19]([CH3:22])([CH3:21])[CH3:20].C1C[O:26]CC1>>[Br:13][CH2:14][CH2:15][CH:3]([CH2:4][CH2:12][CH2:10][CH3:11])[C:17]([O:18][C:19]([CH3:22])([CH3:21])[CH3:20])=[O:26]. Procedure: n-Butyllithium (2.5 M in hexanes, 106 mL, 265 mmol) was added dropwise to a solution of diisopropylamine (37 mL, 264 mmol) in THF (0.8 L) over a period of 30 minutes, at −78° C., and under argon. The mixture was stirred for an additional 20 minutes at −78° C., and compound 15 (39 g, 226 mmol) was added. The mixture was allowed to warm to −20° C. for 30 minutes before 1,2-dibromoethane (47 mL, 545 mmol) was added to the mixture in one portion. After addition of the 1,2-dibromoethane, the reaction... Reactants: O=C(O)CCc1ccc(C(F)(F)F)cc1Br, [Li]CCCC, C1CCOC1, CCCCCC, Cl. Yields the product O=C1CCc2ccc(C(F)(F)F)cc21. RXN SMILES: [Br:1][c:2]1[c:3]([CH2:12][CH2:13][C:14](=[O:15])[OH:16])[cH:4][cH:5][c:6]([C:8]([F:9])([F:10])[F:11])[cH:7]1.[CH2:17]([Li:18])[CH2:19][CH2:20][CH3:21].[CH2:23]1[O:24][CH2:25][CH2:26][CH2:27]1.[CH3:28][CH2:29][CH2:30][CH2:31][CH2:32][CH3:33].[ClH:22]>>[c:2]12[c:3]([cH:4][cH:5][c:6]([C:8]([F:9])([F:10])[F:11])[cH:7]1)[CH2:12][CH2:13][C:14]2=[O:16]. Starting materials: BrC1=CC(=C(C=C1)S(=O)(=O)NCC1CC1)C(F)(F)F (4-Bromo-N-cyclopropylmethyl-2-trifluoromethyl-benzenesulfonamide), C=1C=CC(=CC1)P(C=2C=CC=CC2)C3=CC=C4C=CC=CC4=C3C5=C6C=CC=CC6=CC=C5P(C=7C=CC=CC7)C=8C=CC=CC8 (BINAP), C([O-])([O-])=O.[Cs+].[Cs+] (cesium carbonate), ClC1=NC=CC=C1N (2-Chloro-pyridin-3-ylamine). Reagents/catalysts: CC(=O)[O-].CC(=O)[O-].[Pd+2] (Pd(OAc)2). The solvent is C1(=CC=CC=C1)C (toluene). Reaction conditions: time 12 hour. Yields the product ClC1=NC=CC=C1NC1=CC(=C(C=C1)S(=O)(=O)NCC1CC1)C(F)(F)F (4-(2-Chloro-pyridin-3-ylamino)-N-cyclopropylmethyl-2-trifluoromethyl-benzenesulfonamide). RXN SMILES: Br[C:2]1[CH:7]=[CH:6][C:5]([S:8]([NH:11][CH2:12][CH:13]2[CH2:15][CH2:14]2)(=[O:10])=[O:9])=[C:4]([C:16]([F:19])([F:18])[F:17])[CH:3]=1.C1C=CC(P(C2C(C3C(P(C4C=CC=CC=4)C4C=CC=CC=4)=CC=C4C=3C=CC=C4)=C3C(C=CC=C3)=CC=2)C2C=CC=CC=2)=CC=1.C(=O)([O-])[O-].[Cs+].[Cs+].[Cl:72][C:73]1[C:78]([NH2:79])=[CH:77][CH:76]=[CH:75][N:74]=1>C1(C)C=CC=CC=1.CC([O-])=O.CC([O-])=O.[Pd+2]>[Cl:72][C:73]1[C:78]([NH:79][C:2]2[CH:7]=[CH:6][C:5]([S:8]([NH:11][CH2:12][CH:13]3[CH2:15][CH2:14]3)(=[O:10])=[O:9])=[C:4]([C:16]([F:19])([F:18])[F:17])[CH:3]=2)=[CH:77][CH:76]=[CH:75][N:74]=1 |f:2.3.4,7.8.9|. Reported procedure: A mixture of 4-Bromo-N-cyclopropylmethyl-2-trifluoromethyl-benzenesulfonamide (150 mg), Pd(OAc)2 (9.5 mg), BINAP (26 mg), cesium carbonate (164 mg) and 2-Chloro-pyridin-3-ylamine (108 mg) in 15 ml toluene was relaxed for 12 hours. The reaction mixture was eluted through a silica bed with Toluene and then with PE:EtOAc (1:1). The toluene fraction was discarded and the solvent of the PE:EtOAc fraction was removed under reduced pressure. The crude product was purified by Combiflash (linear gradient... Reactants: O=C([O-])[O-], C[Si](C)(C)C(F)(F)F, CCCC[N+](CCCC)(CCCC)CCCC, CN(C)C=O, [Cl-], Cc1cc(Cl)cc2c1-c1ccccc1C2=O, [F-], [K+], [K+], [NH4+], C1CCOC1. Product: Cc1cc(Cl)cc2c1-c1ccccc1C2(O)C(F)(F)F. RXN SMILES: [C:17](=[O:18])([O-:19])[O-:20].[CH3:23][Si:24]([C:25]([F:26])([F:27])[F:28])([CH3:29])[CH3:30].[CH3:32][CH2:33][CH2:34][CH2:35][N+:36]([CH2:37][CH2:38][CH2:39][CH3:40])([CH2:41][CH2:42][CH2:43][CH3:44])[CH2:45][CH2:46][CH2:47][CH3:48].[CH3:56][N:57]([CH3:58])[CH:59]=[O:60].[Cl-:49].[Cl:1][c:2]1[cH:3][c:4]2[c:12]([c:13]([CH3:15])[cH:14]1)-[c:11]1[c:6]([cH:7][cH:8][cH:9][cH:10]1)[C:5]2=[O:16].[F-:31].[K+:21].[K+:22].[NH4+:50].[O:51]1[CH2:52][CH2:53][CH2:54][CH2:55]1>>[Cl:1][c:2]1[cH:3][c:4]2[c:12]([c:13]([CH3:15])[cH:14]1)-[c:11]1[c:6]([cH:7][cH:8][cH:9][cH:10]1)[C:5]2([OH:16])[C:25]([F:26])([F:27])[F:28]. Reactants: C[Si](C)(C)N=C=O, NC(=O)c1sc(-c2cccc(Cl)c2)cc1N. Yields the product NC(=O)Nc1cc(-c2cccc(Cl)c2)sc1C(N)=O. RXN SMILES: [CH3:17][Si:18]([CH3:19])([CH3:20])[N:21]=[C:22]=[O:23].[NH2:1][c:2]1[c:3]([C:14](=[O:15])[NH2:16])[s:4][c:5](-[c:7]2[cH:8][c:9]([Cl:13])[cH:10][cH:11][cH:12]2)[cH:6]1>>[NH:1]([c:2]1[c:3]([C:14](=[O:15])[NH2:16])[s:4][c:5](-[c:7]2[cH:8][c:9]([Cl:13])[cH:10][cH:11][cH:12]2)[cH:6]1)[C:22]([NH2:21])=[O:23].